From a dataset of the Open Reaction Database (ORD), a public repository of structured organic reaction records. describe an organic reaction: reactants, conditions, products, and yield Starting materials: C(#N)C1=C(CN=[N+]=[N-])C=C(C=C1)OC (2-cyano-5-methoxybenzyl azide). Reagents/catalysts: [Pd] (palladium on carbon). Solvent: C(C)(=O)OCC (ethyl acetate). Run at time 1 hour. The product is C(#N)C1=C(CN)C=C(C=C1)OC (2-Cyano-5-methoxybenzylamine). As a reaction SMILES: [C:1]([C:3]1[CH:12]=[CH:11][C:10]([O:13][CH3:14])=[CH:9][C:4]=1[CH2:5][N:6]=[N+]=[N-])#[N:2]>[Pd].C(OCC)(=O)C>[C:1]([C:3]1[CH:12]=[CH:11][C:10]([O:13][CH3:14])=[CH:9][C:4]=1[CH2:5][NH2:6])#[N:2]. Procedure details: A mixture of 2-cyano-5-methoxybenzyl azide (1 g, 5.3 mmol) and 10% palladium on carbon (500 mg) in ethyl acetate (30 ml) was stirred at room temperature under an atmosphere of hydrogen for 1 h. The catalyst was removed by filtration through a bed of Celite and the filtrate concentrated to yield the product as an orange oil: 1H NMR (CDCl3) δ7.56 (d, J=8.5 Hz, 1H), 7.07 (d, J=2.5 Hz, 1H), 6.82 (dd, J=2.5, 8.5 Hz, 1H), 4.05 (br s, 2H), 3.87 (s, 3H). Reaction SMILES: [CH2:1]([C@H:8]1[CH2:12][O:11][C:10](=[O:13])[NH:9]1)[C:2]1[CH:7]=[CH:6][CH:5]=[CH:4][CH:3]=1.C([Li])CCC.[C:19]1([CH:25]([CH3:29])[C:26](Cl)=[O:27])[CH:24]=[CH:23][CH:22]=[CH:21][CH:20]=1.C(=O)(O)[O-].[Na+]>C1COCC1>[C:2]1([CH2:1][C@H:8]2[CH2:12][O:11][C:10](=[O:13])[N:9]2[C:26](=[O:27])[CH:25]([C:19]2[CH:24]=[CH:23][CH:22]=[CH:21][CH:20]=2)[CH3:29])[CH:3]=[CH:4][CH:5]=[CH:6][CH:7]=1 |f:3.4|. Reactants: C1(=CC=CC=C1)C(C(=O)Cl)C (2-phenylpropionic acid chloride), C([O-])(O)=O.[Na+] (sodium bicarbonate), C(C1=CC=CC=C1)[C@@H]1NC(OC1)=O ((4S)-(-)-4-benzyl-2-oxazolidinone), C(CCC)[Li] (butyl lithium). Run in C1CCOC1 (THF), C1CCOC1 (THF). Procedure details: A mixture of (4S)-(-)-4-benzyl-2-oxazolidinone (3.903 g, 22.0 mmol) in THF (23 ml) is cooled at -78° and butyl lithium (1.6M in hexane, 14.7 ml, 23.5 mmol) is added. The mixture is stirred for 50 min and then the portion of 2-phenylpropionic acid chloride (XL) from above, in THF (8 ml) is added dropwise to the mixture. The mixture is stirred for 1 hr at -78° and then allowed to warm to 20-25°. Saturated aqueous sodium bicarbonate solution (100 ml) is added and the phases separated. The aqueous p... Product: C1(=CC=CC=C1)C[C@@H]1N(C(OC1)=O)C(C(C)C1=CC=CC=C1)=O ((4S)-4-(phenylmethyl)-3-(2-phenylpropionyl)-2-oxazolidinone). Conditions: time 50 minute. Reaction SMILES: [C:26](=[O:27])([O-:28])[O-:29].[CH2:1]([c:2]1[cH:3][cH:4][cH:5][cH:6][cH:7]1)[O:8][N:9]1[C:10](=[O:25])[c:11]2[cH:12][cH:13][cH:14][c:15]3[c:16]2[c:17]([cH:20][c:21]([OH:24])[c:22]3[Br:23])[C:18]1=[O:19].[CH3:32][O:33][S:34]([O:35][CH3:36])(=[O:37])=[O:38].[CH3:39][C:40](=[O:41])[CH3:42].[K+:30].[K+:31]>>[CH2:1]([c:2]1[cH:3][cH:4][cH:5][cH:6][cH:7]1)[O:8][N:9]1[C:10](=[O:25])[c:11]2[cH:12][cH:13][cH:14][c:15]3[c:16]2[c:17]([cH:20][c:21]([O:24][CH3:26])[c:22]3[Br:23])[C:18]1=[O:19]. Starting materials: O=C([O-])[O-], O=C1c2cccc3c(Br)c(O)cc(c23)C(=O)N1OCc1ccccc1, COS(=O)(=O)OC, CC(C)=O, [K+], [K+]. Yields the product COc1cc2c3c(cccc3c1Br)C(=O)N(OCc1ccccc1)C2=O. Reactants: CCOCC (ether), BrC1=C(C=O)C=CC=C1 (2-bromo-benzaldehyde), C(CCCCC)[Mg]Br (n-hexyl magnesium bromide), O1CCCC1 (tetrahydrofuran), solution. The solvent is C(C)(=O)OCC (ethyl acetate), CCCCCC (hexane). Product: BrC1=C(C=CC=C1)C(CCCCCC)O (1-(2-Bromo-phenyl)-heptan-1-ol). RXN SMILES: [Br:1][C:2]1[CH:9]=[CH:8][CH:7]=[CH:6][C:3]=1[CH:4]=[O:5].O1CCCC1.[CH2:15]([Mg]Br)[CH2:16][CH2:17][CH2:18][CH2:19][CH3:20].CCOCC>CCCCCC.C(OCC)(=O)C>[Br:1][C:2]1[CH:9]=[CH:8][CH:7]=[CH:6][C:3]=1[CH:4]([OH:5])[CH2:15][CH2:16][CH2:17][CH2:18][CH2:19][CH3:20]. Procedure: Following General Procedure K and using 2-bromo-benzaldehyde (1.5 g, 8 mmol), 15 mL of anhydrous tetrahydrofuran, and a 2M solution of n-hexyl magnesium bromide solution in ether (6 mL, 12 mmol) followed by flash column chromatography using 10% ethyl acetate in hexane, the title compound was obtained (1.86 g, 85%). Starting materials: C(C)OC1=CC=C2C3=C(C(OC2=C1)=O)CC(CC3)CCC (3-ethoxy-8-propyl-7,8,9,10-tetrahydrobenzo[c]-chromen-6-one). The solvent is C1CCOC1 (THF). Yields the product C(C)OC1=CC=C2C3C(C(OC2=C1)=O)CC(CC3)CCC (3-ethoxy-8-propyl-6a,7,8,9,10,10a-hexahydrobenzo[c]chromen-6-one). Reaction SMILES: [CH2:1]([O:3][C:4]1[CH:13]=[C:12]2[C:7]([C:8]3[CH2:18][CH2:17][CH:16]([CH2:19][CH2:20][CH3:21])[CH2:15][C:9]=3[C:10](=[O:14])[O:11]2)=[CH:6][CH:5]=1)[CH3:2]>C1COCC1>[CH2:1]([O:3][C:4]1[CH:13]=[C:12]2[C:7]([CH:8]3[CH2:18][CH2:17][CH:16]([CH2:19][CH2:20][CH3:21])[CH2:15][CH:9]3[C:10](=[O:14])[O:11]2)=[CH:6][CH:5]=1)[CH3:2]. Procedure details: 8.60 g (30 mmol) of 3-ethoxy-8-propyl-7,8,9,10-tetrahydrobenzo[c]-chromen-6-one are dissolved in THF and hydrogenated to cessation on palladium/active carbon. The solution is filtered and evaporated, giving 3-ethoxy-8-propyl-6a,7,8,9,10,10a-hexahydrobenzo[c]chromen-6-one as colourless oil.